This data is from the Open Reaction Database (ORD), a public repository of structured organic reaction records. The task is: describe an organic reaction: reactants, conditions, products, and yield Reactants: O=C([O-])[O-], COC(=O)CC(=O)OC, Cc1ccccc1, CN(C)C=O, Cl, O=[N+]([O-])c1ccc(F)cc1F, [K+], [K+]. The product is COC(=O)C(C(=O)OC)c1cc(F)ccc1[N+](=O)[O-]. Reaction SMILES: [C:1](=[O:2])([O-:3])[O-:4].[C:7]([CH2:8][C:9](=[O:10])[O:11][CH3:12])(=[O:13])[O:14][CH3:15].[CH3:28][c:29]1[cH:30][cH:31][cH:32][cH:33][cH:34]1.[CH3:35][N:36]([CH3:37])[CH:38]=[O:39].[ClH:27].[F:16][c:17]1[c:18]([N+:24](=[O:25])[O-:26])[cH:19][cH:20][c:21]([F:23])[cH:22]1.[K+:5].[K+:6]>>[C:7]([CH:8]([C:9](=[O:10])[O:11][CH3:12])[c:17]1[c:18]([N+:24](=[O:25])[O-:26])[cH:19][cH:20][c:21]([F:23])[cH:22]1)(=[O:13])[O:14][CH3:15]. The reactants are BrCC(=O)OCC (ethyl bromoacetate), C(C)(C)(C)OC(=O)NCCC1=NC=CC=C1 (2-[2-(t-butoxycarbonylamino)ethyl]pyridine), [H-].[Na+] (sodium hydride), [Cl-].[NH4+] (ammonium chloride). Run in CN(C=O)C (dimethylformamide), CN(C=O)C (dimethylformamide), CN(C=O)C (dimethylformamide). Conditions: temperature 0 celsius, time 1 hour. Product: C(C)(C)(C)OC(=O)N(CC(=O)OCC)CCC1=NC=CC=C1 (2-[2-{N-(t-butoxycarbonyl)-N-(ethoxycarbonylmethyl)amino}ethyl]pyridine). RXN SMILES: [C:1]([O:5][C:6]([NH:8][CH2:9][CH2:10][C:11]1[CH:16]=[CH:15][CH:14]=[CH:13][N:12]=1)=[O:7])([CH3:4])([CH3:3])[CH3:2].[H-].[Na+].Br[CH2:20][C:21]([O:23][CH2:24][CH3:25])=[O:22].[Cl-].[NH4+]>CN(C)C=O>[C:1]([O:5][C:6]([N:8]([CH2:9][CH2:10][C:11]1[CH:16]=[CH:15][CH:14]=[CH:13][N:12]=1)[CH2:20][C:21]([O:23][CH2:24][CH3:25])=[O:22])=[O:7])([CH3:4])([CH3:2])[CH3:3] |f:1.2,4.5|. Procedure: A solution of 2-[2-(t-butoxycarbonylamino)ethyl]pyridine (2 g) in dimethylformamide (10 ml) was added to a suspension of sodium hydride (0.54 g) in dimethylformamide (10 ml) at 0° C. The mixture was stirred at 0° C. for 1 hour and at room temperature for 1 hour. Then a solution of ethyl bromoacetate (1.5 ml) in dimethylformamide (5 ml) was added thereto, and the mixture was stirred at room temperature for 2 hours. The solution was poured into saturated ammonium chloride (50 ml) and the mixture w... The reactants are C(C)(=O)OCC (ethyl acetate), C1=C(CCC2=CC=CC=C12)CN1CCC(C(=O)N)(CC1)NC1=CC=CC=C1 (1-[(3,4-dihydro-2-naphthalenyl)methyl]-4-anilino isonipecotamide), C(=O)N (formamide). Solvent: O (water). Reaction conditions: temperature 170 celsius. The product is C1=C(CCC2=CC=CC=C12)CN1CCC2(C(NCN2C2=CC=CC=C2)=O)CC1 (8-[(3,4-Dihydro-2-naphthalenyl)methyl]-1-phenyl-1,3,8-triazaspiro[4.5]decan-4-one). RXN SMILES: [CH:1]1[C:10]2[C:5](=[CH:6][CH:7]=[CH:8][CH:9]=2)[CH2:4][CH2:3][C:2]=1[CH2:11][N:12]1[CH2:20][CH2:19][C:15]([NH:21][C:22]2[CH:27]=[CH:26][CH:25]=[CH:24][CH:23]=2)([C:16]([NH2:18])=[O:17])[CH2:14][CH2:13]1.[CH:28](N)=O.C(OCC)(=O)C>O>[CH:1]1[C:10]2[C:5](=[CH:6][CH:7]=[CH:8][CH:9]=2)[CH2:4][CH2:3][C:2]=1[CH2:11][N:12]1[CH2:20][CH2:19][C:15]2([N:21]([C:22]3[CH:27]=[CH:26][CH:25]=[CH:24][CH:23]=3)[CH2:28][NH:18][C:16]2=[O:17])[CH2:14][CH2:13]1. Procedure: A mixture of 1-[(3,4-dihydro-2-naphthalenyl)methyl]-4-anilino isonipecotamide (5.0 g) and formamide (18 g) is heated for 12 hours at 170° C. The reaction mixture is cooled, diluted with water (100 ml), and extracted with chloroform. The chloroform solution is dried over sodium sulfate and concentrated to give crude product. Trituration with ethyl acetate produces the title compound. Reactants: COCC(=O)CC(=O)OC, CC(=O)[O-], CO, O=N[O-], Nc1ccncc1, [Na+], [Na+], O=[N+]([O-])O, O=P(O)(O)O. The product is COCC(=O)C(=NNc1ccncc1)C(=O)OC. RXN SMILES: [CH3:21][O:22][CH2:23][C:24]([CH2:25][C:26](=[O:27])[O:28][CH3:29])=[O:30].[CH3:32][C:33](=[O:34])[O-:35].[CH3:36][OH:37].[N:17]([O-:18])=[O:19].[NH2:1][c:2]1[cH:3][cH:4][n:5][cH:6][cH:7]1.[Na+:20].[Na+:31].[OH:13][N+:14](=[O:15])[O-:16].[P:8](=[O:9])([OH:10])([OH:11])[OH:12]>>[NH:1]([c:2]1[cH:3][cH:4][n:5][cH:6][cH:7]1)[N:17]=[C:25]([C:24]([CH2:23][O:22][CH3:21])=[O:30])[C:26](=[O:27])[O:28][CH3:29].